Dataset: the Open Reaction Database (ORD), a public repository of structured organic reaction records. Task: describe an organic reaction: reactants, conditions, products, and yield Reactants: CC1=NC(=Cc2ccccc2)C(=O)O1, [Na+], [OH-], O. Yields the product CC(=O)NC(=Cc1ccccc1)C(=O)[O-], [Na+]. Reaction SMILES: [CH3:1][C:2]1=[N:6][C:5](=[CH:7][c:8]2[cH:9][cH:10][cH:11][cH:12][cH:13]2)[C:4](=[O:14])[O:3]1.[Na+:16].[OH-:15].[OH2:17]>>[CH3:1][C:2]([NH:6][C:5]([C:4]([O-:3])=[O:14])=[CH:7][c:8]1[cH:9][cH:10][cH:11][cH:12][cH:13]1)=[O:15].[Na+:16]. Reactants: O (water), COC=1C=C(C(C=O)=CC1)O (4-methoxysalicylaldehyde), C(C)N(C(C)C)C(C)C (N-ethyl diisopropylamine), COCCl (chloromethyl methyl ether). Run in ClCCl (dichloromethane). Conditions: time 8 hour. The product is COC1=CC(=C(C=O)C=C1)OCOC (4-methoxy-2-methoxymethoxy benzaldehyde). RXN SMILES: [CH3:1][O:2][C:3]1[CH:4]=[C:5]([OH:11])[C:6](=[CH:9][CH:10]=1)[CH:7]=[O:8].C(N(C(C)C)C(C)C)C.[CH3:21][O:22][CH2:23]Cl.O>ClCCl>[CH3:1][O:2][C:3]1[CH:10]=[CH:9][C:6]([CH:7]=[O:8])=[C:5]([O:11][CH2:21][O:22][CH3:23])[CH:4]=1. Procedure: A solution of 4-methoxysalicylaldehyde (7.54 g) and N-ethyl diisopropylamine (17 ml) in dichloromethane (250 ml) was cooled to 0° C., to which was added dropwise chloromethyl methyl ether (6.0 ml). The mixture was then warmed up to room temperature, which was stirred overnight. To the reaction mixture was added water to quench the reaction, which was subjected to extraction with chloroform. The organic layer was dried (anhydrous magnesium sulfate), then the solvent was distilled off under reduce... The reactants are [BH4-].[K+] (potassium borohydride), ClC=1C=CC(=NC1)NC(SCCC(C1=CC=CC=C1)=O)=S (3-oxo-3-phenylpropyl 5-chloropyrid-2-yldithiocarbamate), material. Solvent: O (water), CO (methanol). Reaction conditions: time 20 hour. Yields the product ClC=1C=CC(=NC1)NC(SCCC(C1=CC=CC=C1)O)=S (3-Hydroxy-3-phenylpropyl 5-chloropyrid-2-yldithiocarbamate). Isolated yield 34.8%. As a reaction SMILES: [Cl:1][C:2]1[CH:3]=[CH:4][C:5]([NH:8][C:9](=[S:21])[S:10][CH2:11][CH2:12][C:13](=[O:20])[C:14]2[CH:19]=[CH:18][CH:17]=[CH:16][CH:15]=2)=[N:6][CH:7]=1.[BH4-].[K+]>CO.O>[Cl:1][C:2]1[CH:3]=[CH:4][C:5]([NH:8][C:9](=[S:21])[S:10][CH2:11][CH2:12][CH:13]([OH:20])[C:14]2[CH:15]=[CH:16][CH:17]=[CH:18][CH:19]=2)=[N:6][CH:7]=1 |f:1.2|. Reported procedure: The procedure of Example 3 is followed, but a suspension of 3-oxo-3-phenylpropyl 5-chloropyrid-2-yldithiocarbamate (28.0 g) in methanol (840 cc) and a solution of potassium borohydride (9.0 g) in distilled water (120 cc) are used as the starting materials at a maximum of 30° C. The reaction is allowed to proceed for 20 hours at between 20° and 25° C. Unreacted starting material (5.5 g) is filtered off from the reaction mixture. The filtrate is evaporated to dryness. The residue (20.0 g) is disso... Starting materials: FC1(F)CC1CBr, O=C([O-])[O-], CCOC(=O)c1sc(-n2cn[nH]c2=O)nc1C, CN(C)C=O, [Cs+], [Cs+]. The product is CCOC(=O)c1sc(-n2cnn(CC3CC3(F)F)c2=O)nc1C. Reaction SMILES: [Br:24][CH2:25][CH:26]1[C:27]([F:29])([F:30])[CH2:28]1.[C:18](=[O:19])([O-:20])[O-:21].[CH3:1][c:2]1[n:3][c:4](-[n:12]2[cH:13][n:14][nH:15][c:16]2=[O:17])[s:5][c:6]1[C:7](=[O:8])[O:9][CH2:10][CH3:11].[CH3:31][N:32]([CH3:33])[CH:34]=[O:35].[Cs+:22].[Cs+:23]>>[CH3:1][c:2]1[n:3][c:4](-[n:12]2[cH:13][n:14][n:15]([CH2:25][CH:26]3[C:27]([F:29])([F:30])[CH2:28]3)[c:16]2=[O:17])[s:5][c:6]1[C:7](=[O:8])[O:9][CH2:10][CH3:11].